From a dataset of the Open Reaction Database (ORD), a public repository of structured organic reaction records. describe an organic reaction: reactants, conditions, products, and yield Reactants: C(CCCCCC)=C1C(N(C(S1)=O)CCCCSC1=CC=CC=2N1C=CN2)=O (5-heptylidene-3-[4-(imidazo[1,2-a]pyridin-5-ylthio)butyl]thiazolidine-2,4-dione), Cl (hydrochloric acid). Solvent: CO (methanol). Yields the product Cl.C(CCCCCC)=C1C(N(C(S1)=O)CCCCSC1=CC=CC=2N1C=CN2)=O (5-heptylidene-3-[4-(imidazo[1,2-a]pyridin-5-ylthio)butyl]thiazolidine-2,4-dione hydrochloride). Reaction SMILES: [CH:1](=[C:8]1[S:12][C:11](=[O:13])[N:10]([CH2:14][CH2:15][CH2:16][CH2:17][S:18][C:19]2[N:24]3[CH:25]=[CH:26][N:27]=[C:23]3[CH:22]=[CH:21][CH:20]=2)[C:9]1=[O:28])[CH2:2][CH2:3][CH2:4][CH2:5][CH2:6][CH3:7].[ClH:29]>CO>[ClH:29].[CH:1](=[C:8]1[S:12][C:11](=[O:13])[N:10]([CH2:14][CH2:15][CH2:16][CH2:17][S:18][C:19]2[N:24]3[CH:25]=[CH:26][N:27]=[C:23]3[CH:22]=[CH:21][CH:20]=2)[C:9]1=[O:28])[CH2:2][CH2:3][CH2:4][CH2:5][CH2:6][CH3:7] |f:3.4|. Procedure: To a solution of 1.99 g (4.76 mmol) of 5-heptylidene-3-[4-(imidazo[1,2-a]pyridin-5-ylthio)butyl]thiazolidine-2,4-dione in 30 ml of methanol, 0.42 ml of concentrated hydrochloric acid was added. After the solvent was distilled off, the residue was washed with diethyl ether to yield 2.31 g (quant., yellow-orange oily substance) of the desired product. Reactants: Cl.C(CC)N1CC(CCC1)C1=CC(=CC=C1)O ((-)N-n-propyl-3-(3-hydroxyphenyl)piperidine hydrochloride), Cl (HCl), C(C=C)Br (allylbromide), 2-M, [OH-].[Na+] (NaOH). Reagents/catalysts: S(=O)(=O)(O)[O-].C(CCC)[N+](CCCC)(CCCC)CCCC (tetrabutylammonium hydrogen sulphate). Solvent: ClCCl (dichloromethane). Yields the product Cl.C(CC)N1CC(CCC1)C1=CC(=CC=C1)OCC=C ((-)N-n-Propyl-3-(3-allyloxyphenyl)piperidine hydrochloride). RXN SMILES: [ClH:1].[CH2:2]([N:5]1[CH2:10][CH2:9][CH2:8][CH:7]([C:11]2[CH:16]=[CH:15][CH:14]=[C:13]([OH:17])[CH:12]=2)[CH2:6]1)[CH2:3][CH3:4].[CH2:18](Br)[CH:19]=[CH2:20].[OH-].[Na+].Cl>S([O-])(O)(=O)=O.C([N+](CCCC)(CCCC)CCCC)CCC.ClCCl>[ClH:1].[CH2:2]([N:5]1[CH2:10][CH2:9][CH2:8][CH:7]([C:11]2[CH:16]=[CH:15][CH:14]=[C:13]([O:17][CH2:20][CH:19]=[CH2:18])[CH:12]=2)[CH2:6]1)[CH2:3][CH3:4] |f:0.1,3.4,6.7,9.10|. Procedure details: (-)N-n-propyl-3-(3-hydroxyphenyl)piperidine hydrochloride (0.255 g, 1 mmol) and tetrabutylammonium hydrogen sulphate (0.340 g, 1 mmol) were suspended in dichloromethane (2 ml) and allylbromide (0.133 g, 1.1 mmol). 2-M NaOH (2 ml) was added during two minutes and the mixture was stirred at room temperature for half an hour. The layers were separated and the organic layer was dried over Na2SO4. After removal of the solvent by distillation, the residual oil was dissolved in ether (50 ml). A theoret... The solvent is C1CCOC1 (THF), C1CCOC1 (THF). Reagents/catalysts: O.C1(=CC=C(C=C1)S(=O)(=O)O)C (p-toluenesulfonic acid monohydrate). RXN SMILES: C([N-]C(C)C)(C)C.[Li+].C(OCC(O)[CH2:16][C:17]([O:19][CH2:20][CH3:21])=[O:18])(C)(C)C.[I:23][CH2:24][CH2:25]O.C(OCC)=C>C1COCC1.O.C1(C)C=CC(S(O)(=O)=O)=CC=1>[CH2:20]([O:19][CH:17]([O:18][CH2:25][CH2:24][I:23])[CH3:16])[CH3:21] |f:0.1,6.7|. Reaction conditions: temperature -20 celsius. Procedure: Ethyl 4-t-butoxyacetoacetate (20.0 g) synthesized according to the method described in Heterocycles 26, 2841 (1987) was dissolved in methanol (150 mL) and sodium borohydride (1.68 g) was added at a temperature of from 5° C. to 15° C. The mixture was stirred for 1 hr and water (100 mL) was added. The solvent was mostly evaporated, and the organic layer extracted twice with MTBE (150 mL) was washed well with water. MTBE was evaporated to give ethyl (±)-4-t-butoxy-3-hydroxybutanoate (16.9 g). To a ... Reactants: ICCO (2-iodoethanol), C(=C)OCC (ethyl vinyl ether), C(C)(C)[N-]C(C)C.[Li+] (lithium diisopropylamide), C(C)(C)(C)OCC(CC(=O)OCC)O (ethyl (±)-4-t-butoxy-3-hydroxybutanoate). Yields the product C(C)OC(C)OCCI (2-(1-ethoxyethoxy)ethyl iodide). Yield: 150.0%. Starting materials: C(C)(C)(C)OC(=O)N1CCC(CC1)NC=1C=C(C(=O)OC(C)(C)C)C=C(N1)C(F)(F)F (tert-butyl 2-{[1-(tert-butoxycarbonyl)piperidin-4-yl]amino}-6-(trifluoromethyl)isonicotinate), [OH-].[K+] (potassium hydroxide), Cl (HCl). The solvent is [Cl-].[Na+].O (Brine), O1CCCC1 (tetrahydrofuran). Reaction conditions: time 2 hour. Product: C(C)(C)(C)OC(=O)N1CCC(CC1)NC=1C=C(C(=O)O)C=C(N1)C(F)(F)F (2-{[1-(tert-butoxycarbonyl)piperidin-4-yl]amino}-6-(trifluoromethyl)isonicotinic acid). Isolated yield 94.6%. RXN SMILES: [C:1]([O:5][C:6]([N:8]1[CH2:13][CH2:12][CH:11]([NH:14][C:15]2[CH:16]=[C:17]([CH:25]=[C:26]([C:28]([F:31])([F:30])[F:29])[N:27]=2)[C:18]([O:20]C(C)(C)C)=[O:19])[CH2:10][CH2:9]1)=[O:7])([CH3:4])([CH3:3])[CH3:2].[OH-].[K+].Cl>O1CCCC1.[Cl-].[Na+].O>[C:1]([O:5][C:6]([N:8]1[CH2:13][CH2:12][CH:11]([NH:14][C:15]2[CH:16]=[C:17]([CH:25]=[C:26]([C:28]([F:30])([F:31])[F:29])[N:27]=2)[C:18]([OH:20])=[O:19])[CH2:10][CH2:9]1)=[O:7])([CH3:4])([CH3:2])[CH3:3] |f:1.2,5.6.7|. Procedure details: tert-Butyl 2-{[1-(tert-butoxycarbonyl)piperidin-4-yl]amino}-6-(trifluoromethyl)isonicotinate (3.4 g, 7.6 mmol, from Step 1) was treated with potassium hydroxide (3.4 g, 61 mmol) in tetrahydrofuran (50. mL). After 2 hours, the mixture was acidified to pH 2-3 by the addition of 1.0 N HCl. Brine (50 mL) was also added and the product was extracted with three 50 mL portions of chloroform. The extracts were dried over sodium sulfate, filtered and concentrated to afford product as a light yellow powde... The reactants are NC1=C(C(=O)N)C=C(C=N1)Cl (2-amino-5-chloronicotinamide), BrCC1=C(C(=CC(=C1)F)F)OC (1-(bromomethyl)-3,5-difluoro-2-methoxybenzene). The product is Br.ClC=1C=C(C(N(C1)CC1=C(C(=CC(=C1)F)F)OC)=N)C(=O)N (5-chloro-1-(3,5-difluoro-2-methoxybenzyl)-2-imino-1,2-dihydropyridine-3-carboxamide hydrobromide). RXN SMILES: [NH2:1][C:2]1[N:10]=[CH:9][C:8]([Cl:11])=[CH:7][C:3]=1[C:4]([NH2:6])=[O:5].[Br:12][CH2:13][C:14]1[CH:19]=[C:18]([F:20])[CH:17]=[C:16]([F:21])[C:15]=1[O:22][CH3:23]>>[BrH:12].[Cl:11][C:8]1[CH:7]=[C:3]([C:4]([NH2:6])=[O:5])[C:2](=[NH:1])[N:10]([CH2:13][C:14]2[CH:19]=[C:18]([F:20])[CH:17]=[C:16]([F:21])[C:15]=2[O:22][CH3:23])[CH:9]=1 |f:2.3|. Reported procedure: According to the method of Example 172, 2-amino-5-chloronicotinamide was reacted with 1-(bromomethyl)-3,5-difluoro-2-methoxybenzene to give the title compound. Reactants: [Al+3], [Cl-], [Cl-], [Cl-], ClCCl, COc1cc(F)c(C=O)cc1OC. Yields the product COc1cc(C=O)c(F)cc1O. Reaction SMILES: [Al+3:2].[Cl-:1].[Cl-:3].[Cl-:4].[Cl:18][CH2:19][Cl:20].[F:5][c:6]1[c:7]([CH:8]=[O:9])[cH:10][c:11]([O:16][CH3:17])[c:12]([O:14][CH3:15])[cH:13]1>>[F:5][c:6]1[c:7]([CH:8]=[O:9])[cH:10][c:11]([O:16][CH3:17])[c:12]([OH:14])[cH:13]1. Starting materials: NC=1C(=NC(=C(C1)C(F)(F)F)C1=C(C=C(C=C1)Cl)Cl)C(=O)O (3-Amino-6-(2,4-dichloro-phenyl)-5-trifluoromethyl-pyridine-2-carboxylic acid), NC=1C(=NC(=C(C1)C(F)(F)F)C1=C(C=C(C=C1)Cl)Cl)C(=O)O (3-Amino-6-(2,4-dichloro-phenyl)-5-trifluoromethyl-pyridine-2-carboxylic acid), Cl.NCC(C(F)(F)F)(O)C (3-amino-1,1,1-trifluoro-2-methylpropan-2-ol hydrochloride). Product: FC(C(CNC(=O)C1=NC(=C(C=C1N)C(F)(F)F)C1=C(C=C(C=C1)Cl)Cl)(C)O)(F)F (3-amino-6-(2,4-dichloro-phenyl)-5-trifluoromethyl-pyridine-2-carboxylic acid (3,3,3-trifluoro-2-hydroxy-2-methyl-propyl)-amide). As a reaction SMILES: [NH2:1][C:2]1[C:3]([C:20](O)=[O:21])=[N:4][C:5]([C:12]2[CH:17]=[CH:16][C:15]([Cl:18])=[CH:14][C:13]=2[Cl:19])=[C:6]([C:8]([F:11])([F:10])[F:9])[CH:7]=1.Cl.[NH2:24][CH2:25][C:26]([CH3:32])([OH:31])[C:27]([F:30])([F:29])[F:28]>>[F:28][C:27]([F:30])([F:29])[C:26]([OH:31])([CH3:32])[CH2:25][NH:24][C:20]([C:3]1[C:2]([NH2:1])=[CH:7][C:6]([C:8]([F:10])([F:9])[F:11])=[C:5]([C:12]2[CH:17]=[CH:16][C:15]([Cl:18])=[CH:14][C:13]=2[Cl:19])[N:4]=1)=[O:21] |f:1.2|. Procedure: The enantiomers of 3-amino-6-(2,4-dichloro-phenyl)-5-trifluoromethyl-pyridine-2-carboxylic acid (3,3,3-trifluoro-2-hydroxy-2-methyl-propyl)-amide were prepared from 3-Amino-6-(2,4-dichloro-phenyl)-5-trifluoromethyl-pyridine-2-carboxylic acid (Intermediate H) and 3-amino-1,1,1-trifluoro-2-methylpropan-2-ol hydrochloride analogously to Example 1 and separated by chiral separation using Supercritical Fluid Chromatography: Starting materials: FC=1C(=NC(=NC1)O)N=CN(C)C (N′-(5-fluoro-2-hydroxy-pyrimidin-4-yl)-N,N-dimethylformamidine), C1(=CC=CC=C1)S(=O)(=O)Cl (benzenesulfonyl chloride). Run in N1=CC=CC=C1 (pyridine). Run at time 24 hour. Yields the product C1(=CC=CC=C1)S(=O)(=O)N1C(N=C(C(=C1)F)N=CN(C)C)=O (N′-(1-benzenesulfonyl-5-fluoro-2-oxo-1,2-dihydro-pyrimidin-4-yl)-N,N-dimethylformamidine). The yield is 18.8%. Reaction SMILES: [F:1][C:2]1[C:3]([N:9]=[CH:10][N:11]([CH3:13])[CH3:12])=[N:4][C:5]([OH:8])=[N:6][CH:7]=1.[C:14]1([S:20](Cl)(=[O:22])=[O:21])[CH:19]=[CH:18][CH:17]=[CH:16][CH:15]=1>N1C=CC=CC=1>[C:14]1([S:20]([N:6]2[CH:7]=[C:2]([F:1])[C:3]([N:9]=[CH:10][N:11]([CH3:13])[CH3:12])=[N:4][C:5]2=[O:8])(=[O:22])=[O:21])[CH:19]=[CH:18][CH:17]=[CH:16][CH:15]=1. Reported procedure: To an 8 mL screw-cap vial were added pyridine (2 mL), N′-(5-fluoro-2-hydroxy-pyrimidin-4-yl)-N,N-dimethylformamidine (100 mg, 0.54 mmol), and benzenesulfonyl chloride (106 mg, 0.60 mmol), and the mixture was shaken at room temperature for 24 hours (h). The crude mixture was partitioned between ethyl acetate (EtOAc) and saturated aqueous sodium bicarbonate (satd aq NaHCO3), and the organic phase was dried over magnesium sulfate (MgSO4), filtered, and evaporated to yield 153 mg of crude material. ...